Dataset: the Open Reaction Database (ORD), a public repository of structured organic reaction records. Task: describe an organic reaction: reactants, conditions, products, and yield Reactants: CCO, CCOC(C)=O, CC1CN(c2ccc([N+](=O)[O-])nc2)C1. Yields the product CC1CN(c2ccc(N)nc2)C1. As a reaction SMILES: [CH3:15][CH2:16][OH:17].[CH3:18][CH2:19][O:20][C:21](=[O:22])[CH3:23].[CH3:1][CH:2]1[CH2:3][N:4]([c:6]2[cH:7][cH:8][c:9]([N+:12]([O-:13])=[O:14])[n:10][cH:11]2)[CH2:5]1>>[CH3:1][CH:2]1[CH2:3][N:4]([c:6]2[cH:7][cH:8][c:9]([NH2:12])[n:10][cH:11]2)[CH2:5]1.